From a dataset of the Open Reaction Database (ORD), a public repository of structured organic reaction records. describe an organic reaction: reactants, conditions, products, and yield Starting materials: ClC=1C(=NC=NC1Cl)N (5,6-dichloropyrimidin-4-amine), NCC1CCN(CC1)C(=O)OC(C)(C)C (tert-butyl 4-(aminomethyl)piperidine-1-carboxylate), N1=CC=C(C=C1)OC1=CC=C(C=C1)B(O)O ((4-(pyridin-4-yloxy)phenyl)boronic acid), C(C=C)(=O)Cl (acryloyl chloride). Yields the product NC1=C(C(=NC=N1)NCC1CCN(CC1)C(C=C)=O)C1=CC=C(C=C1)OC1=CC=NC=C1 (1-(4-(((6-amino-5-(4-(pyridin-4-yloxy)phenyl)pyrimidin-4-yl)amino)methyl)piperidin-1-yl)prop-2-en-1-one). RXN SMILES: Cl[C:2]1[C:3]([NH2:9])=[N:4][CH:5]=[N:6][C:7]=1Cl.[NH2:10][CH2:11][CH:12]1[CH2:17][CH2:16][N:15]([C:18]([O:20]C(C)(C)C)=O)[CH2:14][CH2:13]1.[N:25]1[CH:30]=[CH:29][C:28]([O:31][C:32]2[CH:37]=[CH:36][C:35](B(O)O)=[CH:34][CH:33]=2)=[CH:27][CH:26]=1.[C:41](Cl)(=O)[CH:42]=C>>[NH2:9][C:3]1[N:4]=[CH:5][N:6]=[C:7]([NH:10][CH2:11][CH:12]2[CH2:13][CH2:14][N:15]([C:18](=[O:20])[CH:41]=[CH2:42])[CH2:16][CH2:17]2)[C:2]=1[C:35]1[CH:36]=[CH:37][C:32]([O:31][C:28]2[CH:29]=[CH:30][N:25]=[CH:26][CH:27]=2)=[CH:33][CH:34]=1. Reported procedure: 1-(4-(((6-amino-5-(4-(pyridin-4-yloxy)phenyl)pyrimidin-4-yl)amino)methyl)piperidin-1-yl)prop-2-en-1-one was prepared from 5,6-dichloropyrimidin-4-amine, tert-butyl 4-(aminomethyl)piperidine-1-carboxylate, (4-(pyridin-4-yloxy)phenyl)boronic acid, and acryloyl chloride in four steps according to general scheme 2, using methods I, C, D and G. MS: m/z=431 [M+H]+. 1H-NMR (400 MHz, DMSO-d6) δ 9.20 (s, 1H), 8.90 (d, 1H), 8.39 (s, 1H), 8.18 (m, 2H), 7.55-7.36 (m, 4H), 7.03 (s, 2H), 6.78 (dd, 1H), 6.07 (...